This data is from the Open Reaction Database (ORD), a public repository of structured organic reaction records. The task is: describe an organic reaction: reactants, conditions, products, and yield Reactants: C(=O)C1=CC=C(C=C1)N1CCCC1 (1-(4-formylphenyl)pyrrolidine), Cl.NO (hydroxylamine hydrochloride), N1=CC=CC=C1 (pyridine), CO (MeOH). Reaction conditions: time 2 hour. Product: ON(C(=O)N)CC1=CC=C(C=C1)N1CCCC1 (N-Hydroxy-N-[4-(1-pyrrolidyl)benzyl]urea). As a reaction SMILES: [CH:1]([C:3]1[CH:8]=[CH:7][C:6]([N:9]2[CH2:13][CH2:12][CH2:11][CH2:10]2)=[CH:5][CH:4]=1)=O.Cl.[NH2:15][OH:16].[N:17]1[CH:22]=CC=CC=1.C[OH:24]>>[OH:16][N:15]([CH2:1][C:3]1[CH:8]=[CH:7][C:6]([N:9]2[CH2:13][CH2:12][CH2:11][CH2:10]2)=[CH:5][CH:4]=1)[C:22]([NH2:17])=[O:24] |f:1.2|. Reported procedure: To a stirred solution of 1-(4-formylphenyl)pyrrolidine (1.5 g) in MeOH (50 ml) was added hydroxylamine hydrochloride (0.62 g) and pyridine (0.70 g). The mixture was stirred for 2 hours at room temperature and the solvent was removed under reduced pressure. The resulting crystals were washed with Et2O. Without further purification, a stirred solution of the product (1.03 g) in acetic acid (20 ml) was treated with NaBH3CN (0.34 g) by portions at room temperature. The mixture was stirred for 3 hour... Reactants: C(C)(C)(C)OC(=O)N1CCC(CC1)N1N=CC=2C1=NC=NC2NC2=C(C=C(C=C2)S(=O)(=O)C)F (4-[4-(2-Fluoro-4-methanesulfonyl-phenylamino)-pyrazolo[3,4-d]pyrimidin-1-yl]-piperidine-1-carboxylic acid tert-butyl ester), FC(C(=O)O)(F)F (trifluoroacetic acid), amine, ClC(=O)OC(C)C (isopropyl chloroformate). Product: C(C)(C)OC(=O)N1CCC(CC1)N1N=CC=2C1=NC=NC2NC2=C(C=C(C=C2)S(=O)(=O)C)F (4-[4-(2-Fluoro-4-methanesulfonyl-phenylamino)-pyrazolo[3,4-d]pyrimidin-1-yl]-piperidine-1-carboxylic acid isopropyl ester). RXN SMILES: [C:1]([O:5][C:6]([N:8]1[CH2:13][CH2:12][CH:11]([N:14]2[C:18]3=[N:19][CH:20]=[N:21][C:22]([NH:23][C:24]4[CH:29]=[CH:28][C:27]([S:30]([CH3:33])(=[O:32])=[O:31])=[CH:26][C:25]=4[F:34])=[C:17]3[CH:16]=[N:15]2)[CH2:10][CH2:9]1)=[O:7])(C)([CH3:3])[CH3:2].FC(F)(F)C(O)=O.ClC(OC(C)C)=O>>[CH:1]([O:5][C:6]([N:8]1[CH2:13][CH2:12][CH:11]([N:14]2[C:18]3=[N:19][CH:20]=[N:21][C:22]([NH:23][C:24]4[CH:29]=[CH:28][C:27]([S:30]([CH3:33])(=[O:32])=[O:31])=[CH:26][C:25]=4[F:34])=[C:17]3[CH:16]=[N:15]2)[CH2:10][CH2:9]1)=[O:7])([CH3:3])[CH3:2]. Procedure details: 4-[4-(2-Fluoro-4-methanesulfonyl-phenylamino)-pyrazolo[3,4-d]pyrimidin-1-yl]-piperidine-1-carboxylic acid isopropyl ester was prepared according to General Procedure D by the reaction of 4-[4-(2-fluoro-4-methanesulfonyl-phenylamino)-pyrazolo[3,4-d]pyrimidin-1-yl]-piperidine-1-carboxylic acid tert-butyl ester (Example 1) with trifluoroacetic acid, followed by reaction of the resulting amine with isopropyl chloroformate (available from Aldrich Chemical Company, Inc., Milwaukee, Wis., USA). 1H NMR ... Starting materials: COC([C@@H](CN1CCN(CC1)C(=O)OC(C)(C)C)C)=O ((R)-tert-butyl 4-(3-methoxy-2-methyl-3-oxopropyl)piperazine-1-carboxylate), C(=O)(C(F)(F)F)O (TFA). Solvent: C(Cl)Cl (DCM). Run at time 10 minute. Yields the product C[C@@H](C(=O)OC)CN1CCNCC1 ((R)-Methyl 2-methyl-3-(piperazin-1-yl)propanoate). Yield: 91.8%. RXN SMILES: [CH3:1][O:2][C:3](=[O:20])[C@H:4]([CH3:19])[CH2:5][N:6]1[CH2:11][CH2:10][N:9](C(OC(C)(C)C)=O)[CH2:8][CH2:7]1.C(O)(C(F)(F)F)=O>C(Cl)Cl>[CH3:19][C@H:4]([CH2:5][N:6]1[CH2:11][CH2:10][NH:9][CH2:8][CH2:7]1)[C:3]([O:2][CH3:1])=[O:20]. Procedure details: A solution of 565 (523 mg, 1.83 mmol) and TFA (5 ml) in DCM (15 ml) was stirred at rt for 3.5 h. The reaction mixture was concentrated (azeotropes with DCM), diluted with water, stirred for 10 min, and the pH was adjusted to around 9 with a saturated aqueous solution of sodium bicarbonate and 1N NaOH. The alkaline solution was extracted with DCM; the extract was dried over anhydrous magnesium sulfate, filtered, and concentrated under high vacuum to afford the desired product 566 (314 mg, 1.68 mm... Starting materials: C, CCOC(=O)CCC=C(C)c1ccccc1, CCO, O=C[O-], [NH4+], [Pd]. Yields the product CCOC(=O)CCCC(C)c1ccccc1. Reaction SMILES: [C:21].[CH3:1][C:2](=[CH:3][CH2:4][CH2:5][C:6](=[O:7])[O:8][CH2:9][CH3:10])[c:11]1[cH:12][cH:13][cH:14][cH:15][cH:16]1.[CH3:23][CH2:24][OH:25].[CH:17]([O-:18])=[O:19].[NH4+:20].[Pd:22]>>[CH3:1][CH:2]([CH2:3][CH2:4][CH2:5][C:6](=[O:7])[O:8][CH2:9][CH3:10])[c:11]1[cH:12][cH:13][cH:14][cH:15][cH:16]1. Procedure details: Under a flow of argon, in a 300 mL-recovery flask, 20 g of 4-bromobenzonitrile, 30 mL of aniline, 1.50 g of tris(dibenzylideneacetone)dipalladium(0)[Pd2(dba)3], 2.1 g of 2,2′-bis(diphenylphosphino)-1,1′-binaphthyl[BINAP], 21.1 g of sodium tert-butoxide and 313 mL of dehydrated toluene were placed, and reacted at 85° C. for 6 hours. Reaction SMILES: Br[C:2]1[CH:9]=[CH:8][C:5]([C:6]#[N:7])=[CH:4][CH:3]=1.[NH2:10][C:11]1[CH:16]=[CH:15][CH:14]=[CH:13][CH:12]=1.CC(C)([O-])C.[Na+]>C1(C)C=CC=CC=1>[C:6]([C:5]1[CH:8]=[CH:9][C:2]([NH:10][C:11]2[CH:16]=[CH:15][CH:14]=[CH:13][CH:12]=2)=[CH:3][CH:4]=1)#[N:7] |f:2.3|. The solvent is C1(=CC=CC=C1)C (toluene). The reactants are BrC1=CC=C(C#N)C=C1 (4-bromobenzonitrile), 2,2′-bis(diphenylphosphino)-1,1′-binaphthyl[BINAP], CC(C)([O-])C.[Na+] (sodium tert-butoxide), NC1=CC=CC=C1 (aniline), tris(dibenzylideneacetone)dipalladium(0)[Pd2(dba)3]. Product: C(#N)C1=CC=C(C=C1)NC1=CC=CC=C1 (4-cyanophenylphenylamine). The reactants are BrB(Br)Br, ClCCl, COC(=O)C1SCCN1S(=O)(=O)c1ccc(-c2ccccc2)cc1. Product: O=C(O)C1SCCN1S(=O)(=O)c1ccc(-c2ccccc2)cc1. RXN SMILES: [B:25]([Br:26])([Br:27])[Br:28].[Cl:29][CH2:30][Cl:31].[c:1]1(-[c:19]2[cH:20][cH:21][cH:22][cH:23][cH:24]2)[cH:2][cH:3][c:4]([S:7](=[O:8])(=[O:9])[N:10]2[CH:11]([C:15](=[O:16])[O:17][CH3:18])[S:12][CH2:13][CH2:14]2)[cH:5][cH:6]1>>[c:1]1(-[c:19]2[cH:20][cH:21][cH:22][cH:23][cH:24]2)[cH:2][cH:3][c:4]([S:7](=[O:8])(=[O:9])[N:10]2[CH:11]([C:15](=[O:16])[OH:17])[S:12][CH2:13][CH2:14]2)[cH:5][cH:6]1. The reactants are C(C)(=O)C=1C=NC=CC1CC1C(C2=CC=C(C=C2C1)OC)=O (2-[(3-acetyl-4-pyridyl)methyl]-5-methoxy-indan-1-one), CC1=C(CBr)C=CC=C1 (2-methylbenzyl bromide). Yields the product [Br-].C(C)(=O)C=1C=[N+](C=CC1CC1C(C2=CC=C(C=C2C1)OC)=O)CC1=C(C=CC=C1)C (2-[[3-acetyl-1-(o-tolylmethyl)pyridin-1-ium-4-yl]methyl]-5-methoxy-indan-1-one bromide). RXN SMILES: [C:1]([C:4]1[CH:5]=[N:6][CH:7]=[CH:8][C:9]=1[CH2:10][CH:11]1[CH2:19][C:18]2[C:13](=[CH:14][CH:15]=[C:16]([O:20][CH3:21])[CH:17]=2)[C:12]1=[O:22])(=[O:3])[CH3:2].[CH3:23][C:24]1[CH:31]=[CH:30][CH:29]=[CH:28][C:25]=1[CH2:26][Br:27]>>[Br-:27].[C:1]([C:4]1[CH:5]=[N+:6]([CH2:23][C:24]2[CH:31]=[CH:30][CH:29]=[CH:28][C:25]=2[CH3:26])[CH:7]=[CH:8][C:9]=1[CH2:10][CH:11]1[CH2:19][C:18]2[C:13](=[CH:14][CH:15]=[C:16]([O:20][CH3:21])[CH:17]=2)[C:12]1=[O:22])(=[O:3])[CH3:2] |f:2.3|. Procedure details: The title compound 138 is prepared according to the procedure reported in Example 38.1 with compound 113 (111 mg, 0.37 mmol) and 2-methylbenzyl bromide (84 μL, 0.63 mmol) as reactants. White solid. (Yield 145.2 mg, 81%). Starting materials: CC(C)(C)[O-], CC1c2nc(C(F)(F)F)n(C)c2C=CN1C(=O)Oc1ccccc1, [K+], C1CCOC1. Yields the product CC1c2nc(C(F)(F)F)n(C)c2C=CN1C(=O)OC(C)(C)C. RXN SMILES: [CH3:1][C:2]([CH3:3])([O-:4])[CH3:5].[CH3:7][n:8]1[c:9]([C:27]([F:28])([F:29])[F:30])[n:10][c:11]2[c:16]1[CH:15]=[CH:14][N:13]([C:17](=[O:18])[O:19][c:20]1[cH:21][cH:22][cH:23][cH:24][cH:25]1)[CH:12]2[CH3:26].[K+:6].[O:31]1[CH2:32][CH2:33][CH2:34][CH2:35]1>>[CH3:1][C:2]([CH3:3])([O:4][C:17]([N:13]1[CH:12]([CH3:26])[c:11]2[n:10][c:9]([C:27]([F:28])([F:29])[F:30])[n:8]([CH3:7])[c:16]2[CH:15]=[CH:14]1)=[O:18])[CH3:5]. Reactants: NC1=CC(CC(C1)C1=C(SC(=C1)Cl)Cl)=O (1-amino-5-(2,5-dichlorothiophen-3-yl)cyclohexen-3-one), [OH-].[K+] (potassium hydroxide), [OH-].[K+] (potassium hydroxide), [OH-].[K+] (potassium hydroxide), [OH-].[K+] (potassium hydroxide). The solvent is C(C)O (ethanol), C1(=CC=CC=C1)C (toluene). Conditions: time 2 hour. Yields the product ClC=1SC(=CC1C1CC(C=2C(=CC=NC2C1)C)=O)Cl (7-(2,5-dichlorothiophen-3-yl)-4-methyl-5,6,7,8-tetrahydroquinolin-5-one). Yield: 148.0%. As a reaction SMILES: [NH2:1][C:2]1[CH2:7][CH:6]([C:8]2[CH:12]=[C:11]([Cl:13])[S:10][C:9]=2[Cl:14])[CH2:5][C:4](=[O:15])[CH:3]=1.[OH-].[K+]>C(O)C.C1(C)C=CC=CC=1>[Cl:14][C:9]1[S:10][C:11]([Cl:13])=[CH:12][C:8]=1[CH:6]1[CH2:7][C:2]2[N:1]=[CH:7][CH:2]=[C:3]([CH3:4])[C:3]=2[C:4](=[O:15])[CH2:5]1 |f:1.2|. Reported procedure: A solution of 5-(2,5-dichlorothiophen-3-yl)cyclohexane-1,3-dione (42.0 g) and ammonium acetate (36.9 g) in ethanol (840 ml) was refluxed for 12 hours. Under reduced pressure, the solvent was evaporated, and to the residue was added water. The crystals were filtered, washed with toluene and dried to give 1-amino-5-(2,5-dichlorothiophen-3-yl)cyclohexen-3-one (40.3 g). To a solution of 1-amino-5-(2,5-dichlorothiophen-3-yl)cyclohexen-3-one (37.0 g) in ethanol (700 ml) and toluene (1400 ml) were adde... Starting materials: CCOC(=O)c1nc2c(C#N)c(C)c(-c3ccccc3)c(F)c2o1, C[Al](C)C, CN, ClCCl, Cl, Cl. The product is CNC(=O)c1nc2c(C#N)c(C)c(-c3ccccc3)c(F)c2o1. RXN SMILES: [CH2:8]([O:10][C:11](=[O:9])[c:13]1[o:14][c:15]2[c:16]([n:17]1)[c:18]([C:30]#[N:31])[c:19]([CH3:29])[c:20](-[c:23]1[cH:24][cH:25][cH:26][cH:27][cH:28]1)[c:21]2[F:22])[CH3:12].[CH3:1][Al:2]([CH3:3])[CH3:4].[CH3:6][NH2:7].[Cl:33][CH2:34][Cl:35].[ClH:32].[ClH:5]>>[CH3:6][NH:7][C:11](=[O:10])[c:13]1[o:14][c:15]2[c:16]([n:17]1)[c:18]([C:30]#[N:31])[c:19]([CH3:29])[c:20](-[c:23]1[cH:24][cH:25][cH:26][cH:27][cH:28]1)[c:21]2[F:22].